This data is from the Open Reaction Database (ORD), a public repository of structured organic reaction records. The task is: describe an organic reaction: reactants, conditions, products, and yield The reactants are C(C1=CC=CC=C1)OC(=O)N[C@@H](COC(=O)[C@H]1N(CCC1)C([C@H](C)NC(=O)[C@H](C)N(C(=O)[C@H]1N(CCC1)C(=O)OC(C)(C)C)C)=O)C(=O)O (tert-Butyl (S)-2-[((S)-1-{(S)-2-[(S)-2-((S)-2-benzyloxycarbonylamino-2-carboxyethoxycarbonyl)-pyrrolidin-1-yl]-1-methyl-2-oxo-ethylcarbamoyl}-ethyl)-methylcarbamoyl]-pyrrolidine-1-carboxylate), FC1=C(C(=C(C(=C1O)F)F)F)F (pentafluorophenol), C(CCl)Cl (EDC). The solvent is ClCCl (dichloromethane). Conditions: temperature -20 celsius, time 8 hour. Product: C[C@H]1C(N2CCC[C@H]2C(OC[C@@H](C(N2CCC[C@H]2C(N([C@H](C(N1)=O)C)C)=O)=O)NC(OCC1=CC=CC=C1)=O)=O)=O (Benzyl ((3S,7S,13S,16S,19S)-13,16,17-trimethyl-2,6,12,15,18-pentaoxo-5-oxa-1,11,14,17-tetraaza-tricyclo[17.3.0.07,11]docos-3-yl)-carbamate). As a reaction SMILES: [CH2:1]([O:8][C:9]([NH:11][C@H:12](C(O)=O)[CH2:13][O:14][C:15]([C@@H:17]1[CH2:21][CH2:20][CH2:19][N:18]1[C:22](=[O:46])[C@@H:23]([NH:25][C:26]([C@@H:28]([N:30]([CH3:45])[C:31]([C@@H:33]1[CH2:37][CH2:36][CH2:35][N:34]1[C:38](OC(C)(C)C)=[O:39])=[O:32])[CH3:29])=[O:27])[CH3:24])=[O:16])=[O:10])[C:2]1[CH:7]=[CH:6][CH:5]=[CH:4][CH:3]=1.FC1C(O)=C(F)C(F)=C(F)C=1F.C(Cl)CCl>ClCCl>[CH3:24][C@@H:23]1[NH:25][C:26](=[O:27])[C@H:28]([CH3:29])[N:30]([CH3:45])[C:31](=[O:32])[C@H:33]2[N:34]([CH2:35][CH2:36][CH2:37]2)[C:38](=[O:39])[C@@H:12]([NH:11][C:9](=[O:10])[O:8][CH2:1][C:2]2[CH:3]=[CH:4][CH:5]=[CH:6][CH:7]=2)[CH2:13][O:14][C:15](=[O:16])[C@H:17]2[N:18]([CH2:19][CH2:20][CH2:21]2)[C:22]1=[O:46]. Reported procedure: 109.0 g (158 mmol) of the carboxylic acid from example 9A and 116.4 g (632 mmol) of pentafluorophenol are dissolved in 1000 ml of anhydrous dichloromethane, cooled to −20° C. and 39.4 g (205 mmol) of EDC are introduced. The reaction mixture is stirred overnight with slow warming to RT. The solvent is removed in vacuo and the residue is treated with hydrogen chloride in dioxane (600 ml) with ice cooling. The mixture is stirred at RT for 3 h, the solvent is removed in vacuo and the residue is take... Reactants: CC(N)c1ccccc1, O=Cc1ccccc1. Yields the product CC(NCc1ccccc1)c1ccccc1. RXN SMILES: [CH3:9][CH:10]([c:11]1[cH:12][cH:13][cH:14][cH:15][cH:16]1)[NH2:17].[CH:1](=[O:2])[c:3]1[cH:4][cH:5][cH:6][cH:7][cH:8]1>>[CH2:1]([c:3]1[cH:4][cH:5][cH:6][cH:7][cH:8]1)[NH:17][CH:10]([CH3:9])[c:11]1[cH:12][cH:13][cH:14][cH:15][cH:16]1. The reactants are C1COCCN1, Cc1ccccc1, CCOC(C)=O, CC(C)c1c(C(=O)NCc2ccc(F)c(F)c2)c2ccc(OS(=O)(=O)C(F)(F)F)cc2n1Cc1ccccn1. Yields the product CC(C)c1c(C(=O)NCc2ccc(F)c(F)c2)c2ccc(N3CCOCC3)cc2n1Cc1ccccn1. RXN SMILES: [CH2:40]1[CH2:41][O:42][CH2:43][CH2:44][NH:45]1.[CH3:46][c:47]1[cH:48][cH:49][cH:50][cH:51][cH:52]1.[CH3:53][CH2:54][O:55][C:56]([CH3:57])=[O:58].[F:1][C:2]([F:3])([F:4])[S:5]([O:6][c:7]1[cH:8][cH:9][c:10]2[c:11]([C:26]([NH:27][CH2:28][c:29]3[cH:30][c:31]([F:36])[c:32]([F:35])[cH:33][cH:34]3)=[O:37])[c:12]([CH:23]([CH3:24])[CH3:25])[n:13]([CH2:16][c:17]3[n:18][cH:19][cH:20][cH:21][cH:22]3)[c:14]2[cH:15]1)(=[O:38])=[O:39]>>[c:7]1([N:45]2[CH2:40][CH2:41][O:42][CH2:43][CH2:44]2)[cH:8][cH:9][c:10]2[c:11]([C:26]([NH:27][CH2:28][c:29]3[cH:30][c:31]([F:36])[c:32]([F:35])[cH:33][cH:34]3)=[O:37])[c:12]([CH:23]([CH3:24])[CH3:25])[n:13]([CH2:16][c:17]3[n:18][cH:19][cH:20][cH:21][cH:22]3)[c:14]2[cH:15]1. Reactants: COC(=O)C1CC(C#N)(c2ccccc2F)CCC1=O, Cl, O. The product is N#CC1(c2ccccc2F)CCC(=O)CC1. Reaction SMILES: [C:1](#[N:2])[C:3]1([c:14]2[c:15]([F:20])[cH:16][cH:17][cH:18][cH:19]2)[CH2:4][CH2:5][C:6](=[O:13])[CH:7]([C:9]([O:10][CH3:11])=[O:12])[CH2:8]1.[ClH:21].[OH2:22]>>[C:1](#[N:2])[C:3]1([c:14]2[c:15]([F:20])[cH:16][cH:17][cH:18][cH:19]2)[CH2:4][CH2:5][C:6](=[O:13])[CH2:7][CH2:8]1. Reactants: BrC=1C=C(C=CC1Br)NC1=C(C=NC2=CC=C(C=C12)[N+](=O)[O-])C#N (4-(3,4-dibromophenylamino)-6-nitroquinoline-3-carbonitrile), O.O.Cl[Sn]Cl (SnCl2.2H2O). Yields the product NC=1C=C2C(=C(C=NC2=CC1)C#N)NC1=CC(=C(C=C1)Br)Br (6-amino-4-(3,4-dibromophenylamino)quinoline-3-carbonitrile). Isolated yield 27.3%. Reaction SMILES: [Br:1][C:2]1[CH:3]=[C:4]([NH:9][C:10]2[C:19]3[C:14](=[CH:15][CH:16]=[C:17]([N+:20]([O-])=O)[CH:18]=3)[N:13]=[CH:12][C:11]=2[C:23]#[N:24])[CH:5]=[CH:6][C:7]=1[Br:8].O.O.Cl[Sn]Cl>>[NH2:20][C:17]1[CH:18]=[C:19]2[C:14](=[CH:15][CH:16]=1)[N:13]=[CH:12][C:11]([C:23]#[N:24])=[C:10]2[NH:9][C:4]1[CH:5]=[CH:6][C:7]([Br:8])=[C:2]([Br:1])[CH:3]=1 |f:1.2.3|. Reported procedure: Prepared from 4.90 g of 4-(3,4-dibromophenylamino)-6-nitroquinoline-3-carbonitrile and 12.4 g of SnCl2.2H2O in the same manner as Example 378. There was obtained 1.25 g of 6-amino-4-(3,4-dibromophenylamino)quinoline-3-carbonitrile as a brown solid: mass spectrum (electrospray, m/e): M+H 416.9, 418.9. Starting materials: COC(=O)CCc1ccc(N(C(=O)OC(C)(C)C)c2ccccc2)cc1, C1CCOC1, CO, [Na+], [OH-], O. Product: CC(C)(C)OC(=O)N(c1ccccc1)c1ccc(CCC(=O)O)cc1. RXN SMILES: [C:1]([CH3:2])([CH3:3])([CH3:4])[O:5][C:6](=[O:7])[N:8]([c:9]1[cH:10][cH:11][c:12]([CH2:15][CH2:16][C:17](=[O:18])[O:19][CH3:20])[cH:13][cH:14]1)[c:21]1[cH:22][cH:23][cH:24][cH:25][cH:26]1.[CH2:29]1[O:30][CH2:31][CH2:32][CH2:33]1.[CH3:35][OH:36].[Na+:28].[OH-:27].[OH2:34]>>[C:1]([CH3:2])([CH3:3])([CH3:4])[O:5][C:6](=[O:7])[N:8]([c:9]1[cH:10][cH:11][c:12]([CH2:15][CH2:16][C:17](=[O:18])[OH:19])[cH:13][cH:14]1)[c:21]1[cH:22][cH:23][cH:24][cH:25][cH:26]1.